Dataset: the Open Reaction Database (ORD), a public repository of structured organic reaction records. Task: describe an organic reaction: reactants, conditions, products, and yield Starting materials: solution, Cl (hydrogen chloride), CC(C(=O)ON[C@H]1CSC2=C(NC1=O)C(=CC=C2)OC2=CC=CC=C2)(C)C ((3R)-3-{[(2,2-dimethylpropanoyl)oxy]amino}-6-phenoxy-2,3-dihydro-1,5-benzothiazepin-4(5H)-one). The solvent is O1CCOCC1 (dioxane). Product: Cl.N[C@H]1CSC2=C(NC1=O)C(=CC=C2)OC2=CC=CC=C2 ((3R)-3-amino-6-phenoxy-2,3-dihydro-1,5-benzothiazepin -4(5H)-one hydrochloride). Reaction SMILES: [ClH:1].CC(C)(C)C(O[NH:7][C@@H:8]1[C:14](=[O:15])[NH:13][C:12]2[C:16]([O:20][C:21]3[CH:26]=[CH:25][CH:24]=[CH:23][CH:22]=3)=[CH:17][CH:18]=[CH:19][C:11]=2[S:10][CH2:9]1)=O>O1CCOCC1>[ClH:1].[NH2:7][C@@H:8]1[C:14](=[O:15])[NH:13][C:12]2[C:16]([O:20][C:21]3[CH:22]=[CH:23][CH:24]=[CH:25][CH:26]=3)=[CH:17][CH:18]=[CH:19][C:11]=2[S:10][CH2:9]1 |f:3.4|. Reported procedure: 3.65 mL of a solution of hydrogen chloride in dioxane (4 M) are placed in a 100 mL round-bottomed flask containing 188 mg of 60 (0.487 mmol). The reaction medium is concentrated to dryness and the residue is taken up in 10 mL of isopropyl ether. After filtering, 100 mg of amine 61 (white solid) are obtained in the form of the hydrochloride. Starting materials: BrC1=CC=C(C=C1)NC=1OC2=C(N1)C=C(C=C2)C (N-(4-bromophenyl)-N-(5-methyl-1,3-benzoxazol-2-yl)amine), methyl (1R,2R)-2-(4-bromobenzoyl) cyclopentanecarboxylate, FC=1C=C(C=CC1NC=1SC2=C(N1)C=CC(=C2)OC(F)(F)F)C2=CC=C(C=C2)C(=O)[C@H]2[C@@H](CCC2)C(=O)O ((1R,2R)-2-({3′-fluoro-4′-[(6-trifluoromethoxy-1,3-benzothiazol-2-yl)amino]-1,1′-biphenyl-4-yl}carbonyl)cyclopentanecarboxylic acid). The product is CC=1C=CC2=C(N=C(O2)NC2=CC=C(C=C2)C2=CC=C(C=C2)C(=O)[C@H]2[C@@H](CCC2)C(=O)O)C1 ((1R,2R)-2-({4′-[(5-methyl-1,3-benzoxazol-2-yl)amino]-1,1′-biphenyl-4-yl}carbonyl)cyclopentanecarboxylic acid). The yield is 17.0%. As a reaction SMILES: Br[C:2]1[CH:7]=[CH:6][C:5]([NH:8][C:9]2[O:10][C:11]3[CH:17]=[CH:16][C:15]([CH3:18])=[CH:14][C:12]=3[N:13]=2)=[CH:4][CH:3]=1.FC1C=C([C:41]2[CH:46]=[CH:45][C:44]([C:47]([C@@H:49]3[CH2:53][CH2:52][CH2:51][C@H:50]3[C:54]([OH:56])=[O:55])=[O:48])=[CH:43][CH:42]=2)C=CC=1NC1SC2C=C(OC(F)(F)F)C=CC=2N=1>>[CH3:18][C:15]1[CH:16]=[CH:17][C:11]2[O:10][C:9]([NH:8][C:5]3[CH:6]=[CH:7][C:2]([C:41]4[CH:42]=[CH:43][C:44]([C:47]([C@@H:49]5[CH2:53][CH2:52][CH2:51][C@H:50]5[C:54]([OH:56])=[O:55])=[O:48])=[CH:45][CH:46]=4)=[CH:3][CH:4]=3)=[N:13][C:12]=2[CH:14]=1. Procedure: This compound was prepared from N-(4-bromophenyl)-N-(5-methyl-1,3-benzoxazol-2-yl)amine (0.50 g, 1.65 mmol), methyl (1R,2R)-2-(4-bromobenzoyl) cyclopentanecarboxylate (0.57 g, 1.83 mmol, 94.5% ee) in a similar manner to the method described for (1R,2R)-2-({3′-fluoro-4′-[(6-trifluoromethoxy-1,3-benzothiazol-2-yl)amino]-1,1′-biphenyl-4-yl}carbonyl)cyclopentanecarboxylic acid. Yield: 17%. 1H NMR (400 MHz, DMSO-d6) δ 10.80 (s, 1 H), 8.05 (d, 2 H), 7.75–7.90 (m, 6 H), 7.35 (d, 1 H), 7.25 (s, 1 H), 6.... Reactants: solution, C(C)[Mg]Br (ethylmagnesium bromide), CC1=C(OCC#C)C=CC=C1 (3-(methylphenoxy)-1-propyne), cuprous cyanide, BrCC#CCC#C (1-bromo-2,5-hexadiyne), S(O)(O)(=O)=O (sulfuric acid). RXN SMILES: [CH2:1]([Mg]Br)C.C[C:6]1[CH:15]=[CH:14][CH:13]=[CH:12][C:7]=1[O:8][CH2:9][C:10]#[CH:11].Br[CH2:17][C:18]#[C:19][CH2:20][C:21]#[CH:22].S(=O)(=O)(O)O>CCOCC.O1CCCC1>[CH3:1][C:13]1[CH:12]=[C:7]([CH:6]=[CH:15][CH:14]=1)[O:8][CH2:9][C:10]#[C:11][CH2:17][C:18]#[C:19][CH2:20][C:21]#[CH:22]. Run in CCOCC (ether), O1CCCC1 (tetrahydrofuran), O1CCCC1 (tetrahydrofuran). Yields the product CC=1C=C(OCC#CCC#CCC#C)C=CC1 (9-(m-methylphenoxy)-1,4,7-nonatriyne). Reported procedure: 14.55 ml (6.79 g, 50.9 mmol) of a 3.5N solution of ethylmagnesium bromide in ether was added dropwise, under argon to a cold (0°-5° C.) solution of 7.82 g (53 mmol) of 3-(methylphenoxy)-1-propyne (C.A. 82, 155636 d) in 150 ml of anhydrous tetrahydrofuran at such a rate to maintain the temperature at 0° C.Thereafter, the reaction mixture was stirred for 1 hour further at 0°-5° C. Then, 246 mg of cuprous cyanide was added. After stirring 20 minutes more, a solution of 4 g (25.4 mmol) of 1-bromo-2,... Conditions: temperature 0 celsius, time 1 hour. Reactants: C(#N)C=1C=CC(=C(C1)S(=O)(=O)N)N (5-cyano-2-aminobenzenesulfonamide), C1(CCCCC1)C=O (cyclohexanecarboxaldehyde), C(#N)C=1C=CC(=C(C1)S(=O)(=O)N)N (5-cyano-2-aminobenzenesulfonamide), FC1=C(C=CC=C1)B(O)O (2-fluorophenylboronic acid). Yields the product C1(CCCCC1)C1NS(C2=C(N1)C=CC(=C2)C2=C(C=CC=C2)F)(=O)=O (3-Cyclohexyl-7-(2′-fluorophenyl)-1,2,3,4-tetrahydro-1,2,4-benzothiadiazine-1,1-dioxide). RXN SMILES: [C:1]([C:3]1[CH:4]=[CH:5][C:6]([NH2:13])=[C:7]([S:9]([NH2:12])(=[O:11])=[O:10])[CH:8]=1)#N.[F:14][C:15]1C=[CH:19][CH:18]=[CH:17][C:16]=1B(O)O.[CH:24]1([CH:30]=O)[CH2:29][CH2:28][CH2:27][CH2:26][CH2:25]1>>[CH:24]1([CH:30]2[NH:13][C:6]3[CH:5]=[CH:4][C:3]([C:1]4[CH:19]=[CH:18][CH:17]=[CH:16][C:15]=4[F:14])=[CH:8][C:7]=3[S:9](=[O:11])(=[O:10])[NH:12]2)[CH2:29][CH2:28][CH2:27][CH2:26][CH2:25]1. Procedure: 5-Iodo-2-aminobenzenesulfonamide (see compound 37) was transformed by Method H (using 2-fluorophenylboronic acid) and Method G (using cyclohexanecarboxaldehyde). M.p. 249-250° C.